This data is from the Open Reaction Database (ORD), a public repository of structured organic reaction records. The task is: describe an organic reaction: reactants, conditions, products, and yield Reactants: C(C)(C)(C)C=1N=C(C=2C(N1)=NN(N2)CC2=NON=C2C)N2C[C@H](CC2)O ((S)-1-[5-tert-Butyl-2-(4-methyl-furazan-3-ylmethyl)-2H-[1,2,3]triazolo[4,5-d]pyrimidin-7-yl]-pyrrolidin-3-ol), C(C)(C)(C)C=1N=C(C2=C(N1)NN=N2)N2C[C@H](CC2)OC(C(F)(F)F)=O (Trifluoro-acetic acid (S)-1-(5-tert-butyl-3H-[1,2,3]triazolo[4,5-d]pyrimidin-7-yl)-pyrrolidin-3-yl-ester), Cl.ClCC1=NC=NN1C (5-(chloromethyl)-1-methyl-1H-1,2,4-triazole hydrochloride). Yields the product C(C)(C)(C)C=1N=C(C=2C(N1)=NN(N2)CC=2N(N=CN2)C)N2C[C@H](CC2)O ((S)-1-[5-tert-Butyl-2-(2-methyl-2H-[1,2,4]triazol-3-ylmethyl)-2H-[1,2,3]triazolo[4,5-d]pyrimidin-7-yl]-pyrrolidin-3-ol). Reaction SMILES: [C:1]([C:5]1N=C(N2CC[C@H](O)C2)C2[C:9](=[N:11][N:12]([CH2:14]C3C(C)=NON=3)N=2)[N:10]=1)(C)(C)C.[C:27]([C:31]1[N:32]=[C:33]([N:40]2[CH2:44][CH2:43][C@H:42]([O:45]C(=O)C(F)(F)F)[CH2:41]2)[C:34]2[N:39]=[N:38][NH:37][C:35]=2[N:36]=1)([CH3:30])([CH3:29])[CH3:28].Cl.ClCC1N(C)N=CN=1>>[C:27]([C:31]1[N:32]=[C:33]([N:40]2[CH2:44][CH2:43][C@H:42]([OH:45])[CH2:41]2)[C:34]2[C:35](=[N:37][N:38]([CH2:1][C:5]3[N:12]([CH3:14])[N:11]=[CH:9][N:10]=3)[N:39]=2)[N:36]=1)([CH3:28])([CH3:29])[CH3:30] |f:2.3|. Reported procedure: In analogy to the procedure described for the synthesis of (S)-1-[5-tert-Butyl-2-(4-methyl-furazan-3-ylmethyl)-2H-[1,2,3]triazolo[4,5-d]pyrimidin-7-yl]-pyrrolidin-3-ol (example 73), the title compound was prepared from Trifluoro-acetic acid (S)-1-(5-tert-butyl-3H-[1,2,3]triazolo[4,5-d]pyrimidin-7-yl)-pyrrolidin-3-yl-ester and 5-(chloromethyl)-1-methyl-1H-1,2,4-triazole hydrochloride and isolated as light yellow gum. MS (m/e): 358.2 (MH+).